Dataset: the Open Reaction Database (ORD), a public repository of structured organic reaction records. Task: describe an organic reaction: reactants, conditions, products, and yield Reactants: [OH-].[Na+] (NaOH), C(CCCCCCCCCCC)C1=NN(N=C1)C(C(=O)OCC)C1=CC=CC=C1 (ethyl (±)-4-dodecyl-α-phenyl-2H-1,2,3-triazole-2-acetate). Run in C(C)O (ethanol). Reaction conditions: time 1 hour. Yields the product C(CCCCCCCCCCC)C1=NN(N=C1)C(C(=O)O)C1=CC=CC=C1 ((±)-4-Dodecyl-α-phenyl-2H-1,2,3-triazole-2-acetic acid). As a reaction SMILES: [OH-].[Na+].[CH2:3]([C:15]1[CH:19]=[N:18][N:17]([CH:20]([C:26]2[CH:31]=[CH:30][CH:29]=[CH:28][CH:27]=2)[C:21]([O:23]CC)=[O:22])[N:16]=1)[CH2:4][CH2:5][CH2:6][CH2:7][CH2:8][CH2:9][CH2:10][CH2:11][CH2:12][CH2:13][CH3:14]>C(O)C>[CH2:3]([C:15]1[CH:19]=[N:18][N:17]([CH:20]([C:26]2[CH:27]=[CH:28][CH:29]=[CH:30][CH:31]=2)[C:21]([OH:23])=[O:22])[N:16]=1)[CH2:4][CH2:5][CH2:6][CH2:7][CH2:8][CH2:9][CH2:10][CH2:11][CH2:12][CH2:13][CH3:14] |f:0.1|. Procedure: Solid NaOH (0.44 g, 11 mmol) was added to a solution of ethyl (±)-4-dodecyl-α-phenyl-2H-1,2,3-triazole-2-acetate (2.92 g, 7.3 mmol) in 100 mL 95% ethanol. The resulting yellow solution was stirred for 1 hour and then concentrated in vacuo. The residue was partitioned between water and ether, the aqueous layer was acidified with concentrated HCl and extracted with ethyl acetate. The ethyl acetate solution was dried over MgSO4, filtered, and concentrated to give an off-white solid (2.75 g, quant.)... The reactants are [Cl-].[NH4+] (ammonium chloride), C(C)(C)N(C(C)C)CC (N,N-diisopropylethylamine), CS(=O)(=O)Cl (methanesulfonyl chloride), BrC1=CC=C(C=N1)CO ((6-Bromopyridin-3-yl)methanol). The solvent is ClCCl (dichloromethane), O (water). Run at temperature 0 celsius, time 30 minute. Yields the product CS(=O)(=O)OCC=1C=NC(=CC1)Br ((6-bromopyridin-3-yl)methyl methanesulfonate). Reaction SMILES: [Br:1][C:2]1[N:7]=[CH:6][C:5]([CH2:8][OH:9])=[CH:4][CH:3]=1.C(N(CC)C(C)C)(C)C.[CH3:19][S:20](Cl)(=[O:22])=[O:21].[Cl-].[NH4+]>ClCCl.O>[CH3:19][S:20]([O:9][CH2:8][C:5]1[CH:6]=[N:7][C:2]([Br:1])=[CH:3][CH:4]=1)(=[O:22])=[O:21] |f:3.4|. Procedure details: (6-Bromopyridin-3-yl)methanol (2.45 g, 13.0 mmol) was dissolved in dichloromethane (20 mL), cooled to 0° C. and treated successively with N,N-diisopropylethylamine (2.73 mL, 15.6 mmol, 1.2 equiv) and methanesulfonyl chloride (1.17 mL, 15.0 mmol, 1.15 equiv). After stirring for 30 minutes, the mixture was treated with ammonium chloride (10 mL, aqueous saturated) and warmed to ambient temperature. The mixture was poured into water (100 mL) and extracted with ethyl acetate (2×100 mL). The combined ... The reactants are C(=O)C1=C(N=C2SC3=C(N21)C=CC=C3)CC (3-formyl-2-ethylimidazo[2,1-b]benzothiazole), [BH4-].[Na+] (sodium borohydride). Run in CO (methanol). Yields the product C(C)C=1N=C2SC3=C(N2C1CO)C=CC=C3 (2-Ethylimidazo[2,1-b]benzothiazole-3-methanol). The yield is 63.4%. Reaction SMILES: [CH:1]([C:3]1[N:10]2[C:6]([S:7][C:8]3[CH:14]=[CH:13][CH:12]=[CH:11][C:9]=32)=[N:5][C:4]=1[CH2:15][CH3:16])=[O:2].[BH4-].[Na+]>CO>[CH2:15]([C:4]1[N:5]=[C:6]2[N:10]([C:3]=1[CH2:1][OH:2])[C:9]1[CH:11]=[CH:12][CH:13]=[CH:14][C:8]=1[S:7]2)[CH3:16] |f:1.2|. Procedure details: Furthermore, 3.88 g of 3-formyl-2-ethylimidazo[2,1-b]benzothiazole was suspended in 30 ml of methanol and 1.0 g of sodium borohydride was added to the suspension followed by refluxing for one hour. After completion of the reaction, the reaction solution was evaporated to dryness and the residue was washed with water. The crystals obtained were recrystallized from ethanol to give 2.48 g of the title compound. The reactants are CC1(OB(OC1(C)C)C=1CCN(CC1)C(=O)OC(C)(C)C)C (Tert-Butyl 4-(4,4,5,5-Tetramethyl-1,3,2-Dioxaborolan-2-yl)-3,6-Dihydropyridine-1(2H)-Carboxylate), COC(CC1=C(C=CC(=C1)Cl)Br)=O (Methyl(2-Bromo-5-Chlorophenyl)Acetate), [O-]P(=O)([O-])[O-].[K+].[K+].[K+] (potassium phosphate tribasic). The reagents and catalysts are C=1C=CC(=CC1)[P](C=2C=CC=CC2)(C=3C=CC=CC3)[Pd]([P](C=4C=CC=CC4)(C=5C=CC=CC5)C=6C=CC=CC6)([P](C=7C=CC=CC7)(C=8C=CC=CC8)C=9C=CC=CC9)[P](C=1C=CC=CC1)(C=1C=CC=CC1)C=1C=CC=CC1 (tetrakis(triphenylphosphine)palladium(0)). Run in CN(C=O)C (N,N-dimethylformamide). Conditions: temperature 100 celsius. Product: ClC1=CC(=C(C=C1)C=1CCN(CC1)C(=O)OC(C)(C)C)CC(=O)OC (Tert-Butyl 4-[4-Chloro-2-(2-Methoxy-2-Oxoethyl)Phenyl]-3,6-Dihydropyridine-1(2H)-Carboxylate). Isolated yield 58.3%. RXN SMILES: CC1(C)C(C)(C)OB([C:9]2[CH2:10][CH2:11][N:12]([C:15]([O:17][C:18]([CH3:21])([CH3:20])[CH3:19])=[O:16])[CH2:13][CH:14]=2)O1.[CH3:23][O:24][C:25](=[O:35])[CH2:26][C:27]1[CH:32]=[C:31]([Cl:33])[CH:30]=[CH:29][C:28]=1Br.[O-]P([O-])([O-])=O.[K+].[K+].[K+]>CN(C)C=O.C1C=CC([P]([Pd]([P](C2C=CC=CC=2)(C2C=CC=CC=2)C2C=CC=CC=2)([P](C2C=CC=CC=2)(C2C=CC=CC=2)C2C=CC=CC=2)[P](C2C=CC=CC=2)(C2C=CC=CC=2)C2C=CC=CC=2)(C2C=CC=CC=2)C2C=CC=CC=2)=CC=1>[Cl:33][C:31]1[CH:30]=[CH:29][C:28]([C:9]2[CH2:10][CH2:11][N:12]([C:15]([O:17][C:18]([CH3:19])([CH3:20])[CH3:21])=[O:16])[CH2:13][CH:14]=2)=[C:27]([CH2:26][C:25]([O:24][CH3:23])=[O:35])[CH:32]=1 |f:2.3.4.5,^1:52,54,73,92|. Procedure details: A vigorously stirred mixture of the tert-butyl 4-(4,4,5,5-tetramethyl-1,3,2-dioxaborolan-2-yl)-3,6-dihydropyridine-1(2H)-carboxylate (1-4) (1.40 g, 4.53 mmol), methyl(2-bromo-5-chlorophenyl)acetate (1-2) (1.31 g, 4.98 mmol), potassium phosphate tribasic (2.85 g, 13.6 mmol) and tetrakis(triphenylphosphine)palladium(0) (0.262 g, 0.227 mmol) in N,N-dimethylformamide (22 mL) was degassed via three vacuum/nitrogen ingress cycles and then heated at 100° C. for approximately 18 h. After cooling to room... Reactants: NC1=NC(=C(C(=N1)C=1OC=CC1)C#N)SC (2-amino-4-(2-furyl)-6-(methylthio)-5-pyrimidinecarbonitrile), C(CC)N (propylamine). Solvent: C(C)O (ethanol). The product is NC1=NC(=C(C(=N1)C=1OC=CC1)C#N)NCCC (2-Amino-4-furan-2-yl-6-propylamino-pyrimidine-5-carbonitrile). Reaction SMILES: [NH2:1][C:2]1[N:7]=[C:6]([C:8]2[O:9][CH:10]=[CH:11][CH:12]=2)[C:5]([C:13]#[N:14])=[C:4](SC)[N:3]=1.[CH2:17]([NH2:20])[CH2:18][CH3:19]>C(O)C>[NH2:1][C:2]1[N:7]=[C:6]([C:8]2[O:9][CH:10]=[CH:11][CH:12]=2)[C:5]([C:13]#[N:14])=[C:4]([NH:20][CH2:17][CH2:18][CH3:19])[N:3]=1. Procedure: From 2-amino-4-(2-furyl)-6-(methylthio)-5-pyrimidinecarbonitrile and propylamine in ethanol. EI-MS m/e (%). 243 (M+, 44), 242 ([M—H]+, 28), 228 ([M—CH3]+, 16), 214 ([M—C2H5]+, 100), 201 ([M—C3H6]+, 70).